This data is from the Open Reaction Database (ORD), a public repository of structured organic reaction records. The task is: describe an organic reaction: reactants, conditions, products, and yield Reactants: FC1=NC=C(C(=O)OC)C=C1 (methyl 6-fluoronicotinate), NN (hydrazine). Run in C1CCOC1 (THF). Run at time 1 hour. Yields the product N(N)C1=NC=C(C(=O)OC)C=C1 (methyl 6-hydrazinylnicotinate). Isolated yield 89.5%. Reaction SMILES: F[C:2]1[CH:11]=[CH:10][C:5]([C:6]([O:8][CH3:9])=[O:7])=[CH:4][N:3]=1.[NH2:12][NH2:13]>C1COCC1>[NH:12]([C:2]1[CH:11]=[CH:10][C:5]([C:6]([O:8][CH3:9])=[O:7])=[CH:4][N:3]=1)[NH2:13]. Procedure details: A solution of methyl 6-fluoronicotinate (13.9 g, 89.60 mmol) and hydrazine (5.625 ml, 179.2 mmol) in THF (200 mL) were heated at 56° C. for 2 hours. After cooling to ambient temperature, the solvent was removed under reduced pressure and water (200 mL) was added. The suspension was stirred at ambient temperature for 1 hour. The solid was collected by filtration, washed with water and dried to give methyl 6-hydrazinylnicotinate (13.4 g, 89.5%) as a solid. Starting materials: [BH4-].[Na+] (sodium borohydride), [Si](C)(C)(C(C)(C)C)OC1=C(C=CC(=C1)O[Si](C)(C)C(C)(C)C)C1CCC(CC1)=NO (4-[2,4-Bis(tert-butyldimethylsilyloxy)phenyl]cyclohexanone oxime), O (water). Reagents/catalysts: O.O.O.O.O.O.[Ni](Cl)Cl (nickel chloride hexahydrate). Run in CO (methanol). Run at temperature -40 celsius. Product: [Si](C)(C)(C(C)(C)C)OC1=C(C=CC(=C1)O[Si](C)(C)C(C)(C)C)[C@H]1CC[C@H](CC1)N (cis-4-(2,4-Bis{[tert-butyl(dimethyl)silyl]oxy}phenyl)cyclohexylamine). Isolated yield 71.4%. RXN SMILES: [Si:1]([O:8][C:9]1[CH:14]=[C:13]([O:15][Si:16]([C:19]([CH3:22])([CH3:21])[CH3:20])([CH3:18])[CH3:17])[CH:12]=[CH:11][C:10]=1[CH:23]1[CH2:28][CH2:27][C:26](=[N:29]O)[CH2:25][CH2:24]1)([C:4]([CH3:7])([CH3:6])[CH3:5])([CH3:3])[CH3:2].[BH4-].[Na+].O>CO.O.O.O.O.O.O.[Ni](Cl)Cl>[Si:1]([O:8][C:9]1[CH:14]=[C:13]([O:15][Si:16]([C:19]([CH3:20])([CH3:21])[CH3:22])([CH3:18])[CH3:17])[CH:12]=[CH:11][C:10]=1[C@@H:23]1[CH2:24][CH2:25][C@H:26]([NH2:29])[CH2:27][CH2:28]1)([C:4]([CH3:5])([CH3:6])[CH3:7])([CH3:3])[CH3:2] |f:1.2,5.6.7.8.9.10.11|. Procedure: 4-[2,4-Bis(tert-butyldimethylsilyloxy)phenyl]cyclohexanone oxime (120 mg) was dissolved in anhydrous methanol (10 ml) with stirring. The solution was cooled to −40° C., and nickel chloride hexahydrate (133 mg) was added. Stirring was continued for 10 min before sodium borohydride (42 mg) was added in one portion. The reaction mixture was stirred at −40° C. for 20 min and water (0.5 ml) was added. The reaction mixture was allowed to warm to room temperature with stirring. Silica gel was added and... The reactants are CC1CN(CC(C1)C)CC=1C=C(OCCCN)C=CC1 (3-[3-[(3,5-dimethyl-1-piperidinyl) methyl]phenoxy]-1-propanamine), BrC1=NN=C(S1)N (5-bromo-1,3,4-thiadiazole-2-amine). Product: CC1CN(CC(C1)C)CC=1C=C(OCCCNC=2SC(=NN2)N)C=CC1 (N-[3-[3-[(3,5-Dimethyl-1-piperidinyl)methyl]phenoxy]propyl]-1,3,4-thiadiazole-2,5-diamine). As a reaction SMILES: [CH3:1][CH:2]1[CH2:7][CH:6]([CH3:8])[CH2:5][N:4]([CH2:9][C:10]2[CH:11]=[C:12]([CH:18]=[CH:19][CH:20]=2)[O:13][CH2:14][CH2:15][CH2:16][NH2:17])[CH2:3]1.Br[C:22]1[S:26][C:25]([NH2:27])=[N:24][N:23]=1>>[CH3:8][CH:6]1[CH2:7][CH:2]([CH3:1])[CH2:3][N:4]([CH2:9][C:10]2[CH:11]=[C:12]([CH:18]=[CH:19][CH:20]=2)[O:13][CH2:14][CH2:15][CH2:16][NH:17][C:22]2[S:26][C:25]([NH2:27])=[N:24][N:23]=2)[CH2:5]1. Reported procedure: The compound is prepared by a method analogous to that of Example 51 from 3-[3-[(3,5-dimethyl-1-piperidinyl) methyl]phenoxy]-1-propanamine and 5-bromo-1,3,4-thiadiazole-2-amine. Starting materials: C([O-])([O-])=O.[K+].[K+] (potassium carbonate), C(C1=CC=CC=C1)Br (benzyl bromide), FC(OC1=C(C=C(C=O)C=C1)O)F (4-difluoromethoxy-3-hydroxy benzaldehyde). Solvent: C(C)#N (acetonitrile). Reaction conditions: time 4 hour. Yields the product C(C1=CC=CC=C1)OC=1C=C(C=O)C=CC1OC(F)F (3-benzyloxy-4-difluoromethoxybenzaldehyde). As a reaction SMILES: [F:1][CH:2]([F:13])[O:3][C:4]1[CH:11]=[CH:10][C:7]([CH:8]=[O:9])=[CH:6][C:5]=1[OH:12].C(=O)([O-])[O-].[K+].[K+].[CH2:20](Br)[C:21]1[CH:26]=[CH:25][CH:24]=[CH:23][CH:22]=1>C(#N)C>[CH2:20]([O:12][C:5]1[CH:6]=[C:7]([CH:10]=[CH:11][C:4]=1[O:3][CH:2]([F:13])[F:1])[CH:8]=[O:9])[C:21]1[CH:26]=[CH:25][CH:24]=[CH:23][CH:22]=1 |f:1.2.3|. Reported procedure: A 9 g quantity of 4-difluoromethoxy-3-hydroxy benzaldehyde was dissolved in 180 ml of acetonitrile, and 13.1 g of potassium carbonate and 8.6 ml of benzyl bromide were added. The mixture was stirred at room temperature for 4 hours. After insolubles were removed by filtration, the filtrate was concentrated and the residue was purified by silica gel column chromatography (n-hexane:ethyl acetate=1:1) to give 11.9 g of colorless oily 3-benzyloxy-4-difluoromethoxybenzaldehyde. The reactants are CCO, Cc1cc(C)cc(O)c1, Cl, O=N[O-], [Na+], O. Product: Cc1cc(O)cc(C)c1N=O. Reaction SMILES: [CH2:15]([OH:16])[CH3:17].[CH3:2][c:3]1[cH:4][c:5]([OH:10])[cH:6][c:7]([CH3:9])[cH:8]1.[ClH:1].[N:11](=[O:12])[O-:13].[Na+:14].[OH2:18]>>[CH3:2][c:3]1[cH:4][c:5]([OH:10])[cH:6][c:7]([CH3:9])[c:8]1[N:11]=[O:12]. Starting materials: COC(=O)C1CN(C(C1)=O)C1=CC=C(C=C1)O ((RS)-1-(4-hydroxyphenyl)-5-oxo-pyrrolidine-3-carboxylic acid methyl ester), FC1=C(CBr)C=C(C(=C1)F)F (2,4,5-trifluorobenzyl bromide), COC(=O)C1CN(C(C1)=O)C1=CC=C(C=C1)OCC1=C(C=C(C(=C1)F)F)F ((RS)-5-oxo-1-[4-(2,4,5-trifluoro-benzyloxy)-phenyl]-pyrrolidine-3-carboxylic acid methyl ester). Product: CN (methylamine), CNC(=O)C1CN(C(C1)=O)C1=CC=C(C=C1)OCC1=C(C=C(C(=C1)F)F)F ((RS)-5-oxo-1-[4-(2,4,5-trifluoro-benzyloxy)-phenyl]-pyrrolidine-3-carboxylic acid methylamide). As a reaction SMILES: COC(C1CC(=O)[N:7](C2C=CC(O)=CC=2)[CH2:6]1)=O.FC1C=C(F)C(F)=CC=1CBr.C[O:30][C:31]([CH:33]1[CH2:37][C:36](=[O:38])[N:35]([C:39]2[CH:44]=[CH:43][C:42]([O:45][CH2:46][C:47]3[CH:52]=[C:51]([F:53])[C:50]([F:54])=[CH:49][C:48]=3[F:55])=[CH:41][CH:40]=2)[CH2:34]1)=O>>[CH3:6][NH2:7].[CH3:6][NH:7][C:31]([CH:33]1[CH2:37][C:36](=[O:38])[N:35]([C:39]2[CH:44]=[CH:43][C:42]([O:45][CH2:46][C:47]3[CH:52]=[C:51]([F:53])[C:50]([F:54])=[CH:49][C:48]=3[F:55])=[CH:41][CH:40]=2)[CH2:34]1)=[O:30]. Reported procedure: The title compound is prepared by alkylation of the (RS)-1-(4-hydroxyphenyl)-5-oxo-pyrrolidine-3-carboxylic acid methyl ester with 2,4,5-trifluorobenzyl bromide giving the (RS)-5-oxo-1-[4-(2,4,5-trifluoro-benzyloxy)-phenyl]-pyrrolidine-3-carboxylic acid methyl ester as a white solid (83% of theory) which, thereupon, by treatment with methylamine yields the (RS)-5-oxo-1-[4-(2,4,5-trifluoro-benzyloxy)-phenyl]-pyrrolidine-3-carboxylic acid methylamide as a light yellow solid; MS: m/e=379 (M+H)+.